This data is from the Open Reaction Database (ORD), a public repository of structured organic reaction records. The task is: describe an organic reaction: reactants, conditions, products, and yield The reactants are CC(C)C[Al+]CC(C)C, C=CCN1NC(C)=C2N=C(c3ccccc3Cl)c3cc(OC(C)C)c(OC)cc3N=C21, [H-], COc1cc(N)c(C(=O)c2ccccc2Cl)cc1OC(C)C, C=CCn1nc(C)c(N)c1Cl. The product is COc1cc2c(cc1OC(C)C)C(c1ccccc1Cl)=NC1=C(C)NNC1=N2. RXN SMILES: [CH2:66]([Al+:67][CH2:68][CH:69]([CH3:70])[CH3:71])[CH:72]([CH3:73])[CH3:74].[Cl:34][c:35]1[c:36]([C:41]2=[N:42][C:43]3=[C:60]([CH3:61])[NH:59][N:58]([CH2:62][CH:63]=[CH2:64])[C:44]3=[N:45][c:46]3[c:47]2[cH:48][c:49]([O:54][CH:55]([CH3:56])[CH3:57])[c:50]([O:52][CH3:53])[cH:51]3)[cH:37][cH:38][cH:39][cH:40]1.[H-:65].[NH2:1][c:2]1[cH:3][c:4]([O:5][CH3:6])[c:7]([O:8][CH:9]([CH3:10])[CH3:11])[cH:12][c:13]1[C:14]([c:15]1[cH:16][cH:17][cH:18][cH:19][c:20]1[Cl:21])=[O:22].[NH2:23][c:24]1[c:25]([CH3:26])[n:27][n:28]([CH2:29][CH:30]=[CH2:31])[c:32]1[Cl:33]>>[Cl:34][c:35]1[c:36]([C:41]2=[N:42][C:43]3=[C:60]([CH3:61])[NH:59][NH:58][C:44]3=[N:45][c:46]3[c:47]2[cH:48][c:49]([O:54][CH:55]([CH3:56])[CH3:57])[c:50]([O:52][CH3:53])[cH:51]3)[cH:37][cH:38][cH:39][cH:40]1.